Dataset: the Open Reaction Database (ORD), a public repository of structured organic reaction records. Task: describe an organic reaction: reactants, conditions, products, and yield Starting materials: O=C1c2c(Cl)cc(Br)cc2CN1Cc1ccc(Oc2ccccc2)cc1, C#CCN1CCN(C)CC1, CC(C)NC(C)C, [Cu]I, Cl[Pd]Cl, c1ccc(P(c2ccccc2)c2ccccc2)cc1, c1ccc(P(c2ccccc2)c2ccccc2)cc1. Yields the product CN1CCN(CC#Cc2cc(Cl)c3c(c2)CN(Cc2ccc(Oc4ccccc4)cc2)C3=O)CC1. RXN SMILES: [Br:11][c:12]1[cH:13][c:14]2[c:18]([c:19]([Cl:21])[cH:20]1)[C:17](=[O:22])[N:16]([CH2:23][c:24]1[cH:25][cH:26][c:27]([O:30][c:31]3[cH:32][cH:33][cH:34][cH:35][cH:36]3)[cH:28][cH:29]1)[CH2:15]2.[CH3:1][N:2]1[CH2:3][CH2:4][N:5]([CH2:8][C:9]#[CH:10])[CH2:6][CH2:7]1.[CH:37]([NH:38][CH:39]([CH3:40])[CH3:41])([CH3:42])[CH3:43].[Cu:85][I:86].[Pd:44]([Cl:45])[Cl:46].[c:47]1([P:48]([c:49]2[cH:50][cH:51][cH:52][cH:53][cH:54]2)[c:55]2[cH:56][cH:57][cH:58][cH:59][cH:60]2)[cH:61][cH:62][cH:63][cH:64][cH:65]1.[c:66]1([P:67]([c:68]2[cH:69][cH:70][cH:71][cH:72][cH:73]2)[c:74]2[cH:75][cH:76][cH:77][cH:78][cH:79]2)[cH:80][cH:81][cH:82][cH:83][cH:84]1>>[CH3:1][N:2]1[CH2:3][CH2:4][N:5]([CH2:8][C:9]#[C:10][c:12]2[cH:13][c:14]3[c:18]([c:19]([Cl:21])[cH:20]2)[C:17](=[O:22])[N:16]([CH2:23][c:24]2[cH:25][cH:26][c:27]([O:30][c:31]4[cH:32][cH:33][cH:34][cH:35][cH:36]4)[cH:28][cH:29]2)[CH2:15]3)[CH2:6][CH2:7]1. Starting materials: CCCO, C=CCN1C(=O)COc2ccc(C(O)(C(C)c3ccc(-c4ccc(C(=O)OC)c(F)c4)cc3Cl)C(F)(F)F)cc21, Cl[Rh](Cl)Cl. Yields the product COC(=O)c1ccc(-c2ccc(C(C)C(O)(c3ccc4c(c3)NC(=O)CO4)C(F)(F)F)c(Cl)c2)cc1F. RXN SMILES: [CH2:41]([OH:42])[CH2:43][CH3:44].[CH3:1][O:2][C:3](=[O:4])[c:5]1[c:6]([F:40])[cH:7][c:8](-[c:11]2[cH:12][c:13]([Cl:39])[c:14]([CH:17]([C:18]([C:19]([F:20])([F:21])[F:22])([OH:23])[c:24]3[cH:25][cH:26][c:27]4[c:28]([cH:37]3)[N:29]([CH2:34][CH:35]=[CH2:36])[C:30](=[O:33])[CH2:31][O:32]4)[CH3:38])[cH:15][cH:16]2)[cH:9][cH:10]1.[Rh:45]([Cl:46])([Cl:47])[Cl:48]>>[CH3:1][O:2][C:3](=[O:4])[c:5]1[c:6]([F:40])[cH:7][c:8](-[c:11]2[cH:12][c:13]([Cl:39])[c:14]([CH:17]([C:18]([C:19]([F:20])([F:21])[F:22])([OH:23])[c:24]3[cH:25][cH:26][c:27]4[c:28]([cH:37]3)[NH:29][C:30](=[O:33])[CH2:31][O:32]4)[CH3:38])[cH:15][cH:16]2)[cH:9][cH:10]1. Reactants: BrC=1SC2=C(C1C)C=C(C=C2)Cl (2-bromo-5-chloro-3-methylbenzthiophene), C(=C)[Sn](CCCC)(CCCC)CCCC (vinyltributylstannane), O1C(=CC=C1)P(C=1OC=CC1)C=1OC=CC1 (tri(2-furyl)phosphine). Reagents/catalysts: C=1C=CC(=CC1)/C=C/C(=O)/C=C/C2=CC=CC=C2.C=1C=CC(=CC1)/C=C/C(=O)/C=C/C2=CC=CC=C2.C=1C=CC(=CC1)/C=C/C(=O)/C=C/C2=CC=CC=C2.[Pd].[Pd] (Pd2dba3). Solvent: CN1CCCC1=O (NMP). The product is ClC=1C=CC2=C(C(=C(S2)C=C)C)C1 (5-chloro-3-methyl-2-vinyl-1-benzothiophene). Reaction SMILES: Br[C:2]1[S:3][C:4]2[CH:11]=[CH:10][C:9]([Cl:12])=[CH:8][C:5]=2[C:6]=1[CH3:7].[CH:13]([Sn](CCCC)(CCCC)CCCC)=[CH2:14].O1C=CC=C1P(C1OC=CC=1)C1OC=CC=1>CN1C(=O)CCC1.C1C=CC(/C=C/C(/C=C/C2C=CC=CC=2)=O)=CC=1.C1C=CC(/C=C/C(/C=C/C2C=CC=CC=2)=O)=CC=1.C1C=CC(/C=C/C(/C=C/C2C=CC=CC=2)=O)=CC=1.[Pd].[Pd]>[Cl:12][C:9]1[CH:10]=[CH:11][C:4]2[S:3][C:2]([CH:13]=[CH2:14])=[C:6]([CH3:7])[C:5]=2[CH:8]=1 |f:4.5.6.7.8|. Procedure details: A solution of 2-bromo-5-chloro-3-methylbenzthiophene (5 g, 19.1 mmol), vinyltributylstannane (5.59 mL, 19.1 mmol), Pd2dba3 (525 mg, 0.57 mmol), and tri(2-furyl)phosphine (532 mg, 2.29 mmol) in NMP (70 mL) at 90° C. was stirred for 18 hours and concentrated. The concentrate was purified by flash column chromatography on silica gel with hexanes to provide the desired product. MS (ESI(−)) m/e 207 (M−H)−.